This data is from the Open Reaction Database (ORD), a public repository of structured organic reaction records. The task is: describe an organic reaction: reactants, conditions, products, and yield The reactants are C(C)(C)(C)OC(NC1=C(C=C(C(=C1)F)Cl)NC(CC(C1=CC(=CC=C1)C1=NC=CC=C1)=O)=O)=O ({4-chloro-5-fluoro-2-[3-oxo-3-(3-pyridin-2-yl-phenyl)-propionylamino]-phenyl}-carbamic acid tert-butyl ester), C(=O)(C(F)(F)F)O (TFA). Run in C(Cl)Cl (CH2Cl2). The product is ClC=1C(=CC2=C(NC(CC(=N2)C2=CC(=CC=C2)C2=NC=CC=C2)=O)C1)F (8-Chloro-7-fluoro-4-(3-pyridin-2-yl-phenyl)-1,3-dihydro-benzo[b][1,4]diazepin-2-one), solid. As a reaction SMILES: C(OC(=O)[NH:7][C:8]1[CH:13]=[C:12]([F:14])[C:11]([Cl:15])=[CH:10][C:9]=1[NH:16][C:17](=[O:33])[CH2:18][C:19](=O)[C:20]1[CH:25]=[CH:24][CH:23]=[C:22]([C:26]2[CH:31]=[CH:30][CH:29]=[CH:28][N:27]=2)[CH:21]=1)(C)(C)C.C(O)(C(F)(F)F)=O>C(Cl)Cl>[Cl:15][C:11]1[C:12]([F:14])=[CH:13][C:8]2[N:7]=[C:19]([C:20]3[CH:25]=[CH:24][CH:23]=[C:22]([C:26]4[CH:31]=[CH:30][CH:29]=[CH:28][N:27]=4)[CH:21]=3)[CH2:18][C:17](=[O:33])[NH:16][C:9]=2[CH:10]=1. Procedure details: The title compound was prepared from {4-chloro-5-fluoro-2-[3-oxo-3-(3-pyridin-2-yl-phenyl)-propionylamino]-phenyl}-carbamic acid tert-butyl ester (Example M48) (270 mg, 0.54 mmol) by treatment with TFA in CH2Cl2 according to the general procedure N. Obtained as a light brown solid (174 mg).